Dataset: the Open Reaction Database (ORD), a public repository of structured organic reaction records. Task: describe an organic reaction: reactants, conditions, products, and yield Starting materials: ClC1=NC=CC2=C1N=CN2 (4-chloro-1H-imidazo-[4,5-c]-pyridine), C(C1=CC=CC=C1)N (benzylamine). The reagents and catalysts are O (water). The solvent is O (water). Yields the product C(C1=CC=CC=C1)NC1=NC=CC2=C1N=CN2 (4-benzylamino-1H-imidazo[4,5-c]-pyridine). As a reaction SMILES: Cl[C:2]1[C:7]2[N:8]=[CH:9][NH:10][C:6]=2[CH:5]=[CH:4][N:3]=1.[CH2:11]([NH2:18])[C:12]1[CH:17]=[CH:16][CH:15]=[CH:14][CH:13]=1>O>[CH2:11]([NH:18][C:2]1[C:7]2[N:8]=[CH:9][NH:10][C:6]=2[CH:5]=[CH:4][N:3]=1)[C:12]1[CH:17]=[CH:16][CH:15]=[CH:14][CH:13]=1. Reported procedure: A mixture of 4-chloro-1H-imidazo-[4,5-c]-pyridine (2.0 g, 13 mmole), benzylamine (5 ml) and a few drops of water was heated at reflux for 4 days. The reaction mixture was poured onto ice and water and the cold mixture was extracted twice with diethylether. The ether was removed in vacuo and the residual oil was triturated twice with hexane. The oil was suspended in water and the aqueous phase was neutralised with glacial acetic acid. The aqueous phase was taken to dryness in vacuo and resuspende... Reactants: O=[N+]([O-])c1ccccc1F, NCc1ccccc1, CN(C)C=O. RXN SMILES: [F:1][c:2]1[c:3]([N+:8](=[O:9])[O-:10])[cH:4][cH:5][cH:6][cH:7]1.[NH2:11][CH2:12][c:13]1[cH:14][cH:15][cH:16][cH:17][cH:18]1.[O:19]=[CH:20][N:21]([CH3:22])[CH3:23]>>[c:2]1([NH:11][CH2:12][c:13]2[cH:14][cH:15][cH:16][cH:17][cH:18]2)[c:3]([N+:8](=[O:9])[O-:10])[cH:4][cH:5][cH:6][cH:7]1. Yields the product O=[N+]([O-])c1ccccc1NCc1ccccc1. Reactants: OCC=1C=C(C#N)C=CC1C(C1=CC=C(C=C1)F)=O (3-hydroxymethyl-4-(4-fluorobenzoyl)benzonitrile), NH4H2PO4 H3PO4, phase, OCC=1C=C(C#N)C=CC1C(C1=CC=C(C=C1)F)=O (3-hydroxymethyl-4-(4-fluorobenzoyl)benzonitrile), C(#N)C=1C=C2COC(=O)C2=CC1 (5-cyanophthalide), OCC=1C=C(C#N)C=CC1C(O)(C1=CC=C(C=C1)F)C1=CC=C(C=C1)F (3-hydroxymethyl-4-[bis(4-fluorophenyl)hydroxymethyl]benzonitrile), [BH4-].[Na+] (NaBH4), [OH-].[Na+] (NaOH). The solvent is CC#N.O (CH3CN H2O), O (water). Conditions: temperature 2.5 celsius, time 30 minute. Product: solution, OCC=1C=C(C#N)C=CC1C(O)C1=CC=C(C=C1)F (3-hydroxymethyl-4-[(4-fluorophenyl)hydroxymethyl]benzonitrile). RXN SMILES: [OH:1][CH2:2][C:3]1[CH:4]=[C:5]([CH:8]=[CH:9][C:10]=1[C:11](=[O:19])[C:12]1[CH:17]=[CH:16][C:15]([F:18])=[CH:14][CH:13]=1)[C:6]#[N:7].C(C1C=C2C(=CC=1)C(=O)OC2)#N.OCC1C=C(C=CC=1C(C1C=CC(F)=CC=1)(C1C=CC(F)=CC=1)O)C#N.[BH4-].[Na+].[OH-].[Na+]>CC#N.O.O>[OH:1][CH2:2][C:3]1[CH:4]=[C:5]([CH:8]=[CH:9][C:10]=1[CH:11]([C:12]1[CH:17]=[CH:16][C:15]([F:18])=[CH:14][CH:13]=1)[OH:19])[C:6]#[N:7] |f:3.4,5.6,7.8|. Reported procedure: The organic phase (950 ml), containing a theoretical quantity of 150 g of 3-hydroxymethyl-4-(4-fluorobenzoyl)benzonitrile, referred to the starting 5-cyanophthalide, and about 14-16% of 3-hydroxymethyl-4-[bis(4-fluorophenyl)hydroxymethyl]benzonitrile, is cooled at 0-5° C., under nitrogen atmosphere. A solution of 23.3 g of NaBH4, 230 ml of water and 1 ml of 30% NaOH is added to the mixture dropwise, in 30 minutes and at a temperature not higher than 15° C. At the end of the addition a control by... The reactants are C1(=CC=C(C=C1)[Si](C)(CCl)Cl)C1=CC=CC=C1 ((1,1'-biphenyl-4-yl)chloro(chloromethyl)methylsilane), [Na].N1C=NC=C1 (imidazole sodium salt), CO (methanol). The solvent is O (water), CN(C=O)C (dimethylformamide). Run at time 1 hour. The product is C1(=CC=C(C=C1)[SiH](COC)CN1C=NC=C1)C1=CC=CC=C1 ((1,1-'Biphenyl-4-yl)(1H-imidazol-1-ylmethyl)(methoxy)methylsilane). As a reaction SMILES: [C:1]1([C:12]2[CH:17]=[CH:16][CH:15]=[CH:14][CH:13]=2)[CH:6]=[CH:5][C:4]([Si:7](Cl)([CH2:9]Cl)[CH3:8])=[CH:3][CH:2]=1.[Na].[NH:19]1[CH:23]=[CH:22][N:21]=[CH:20]1.[CH3:24][OH:25]>CN(C)C=O.O>[C:1]1([C:12]2[CH:17]=[CH:16][CH:15]=[CH:14][CH:13]=2)[CH:6]=[CH:5][C:4]([SiH:7]([CH2:9][N:19]2[CH:23]=[CH:22][N:21]=[CH:20]2)[CH2:8][O:25][CH3:24])=[CH:3][CH:2]=1 |f:1.2,^1:17|. Procedure details: A mixture of (1,1'-biphenyl-4-yl)chloro(chloromethyl)methylsilane and two equivalents of imidazole sodium salt in dimethylformamide is warmed to 80°-90° C. for 2 hours. Ten equivalents of methanol is then added, and the mixture is held at 70° for 1 hour, cooled, diluted with water, and quickly extracted with ether. Washing the ether solution with water and brine, drying over magnesium sulfate, and evaporation leaves the title compound. Yields the product Cc1cnc2c(C(C)(C)C)c(NC(=O)CC3CCCCC3)nn2c1. Starting materials: Cc1cnc2c(C(C)(C)C)c(N)nn2c1, O=C(Cl)CC1CCCCC1. As a reaction SMILES: [C:1]([CH3:2])([CH3:3])([CH3:4])[c:5]1[c:6]([NH2:15])[n:7][n:8]2[c:9]1[n:10][cH:11][c:12]([CH3:14])[cH:13]2.[CH:16]1([CH2:22][C:23](=[O:24])[Cl:25])[CH2:17][CH2:18][CH2:19][CH2:20][CH2:21]1>>[C:1]([CH3:2])([CH3:3])([CH3:4])[c:5]1[c:6]([NH:15][C:23]([CH2:22][CH:16]2[CH2:17][CH2:18][CH2:19][CH2:20][CH2:21]2)=[O:24])[n:7][n:8]2[c:9]1[n:10][cH:11][c:12]([CH3:14])[cH:13]2. The reactants are Cl.CC=1C=C(N)C=C(C1)C(F)(F)F (3-Methyl-5-(trifluoromethyl)aniline monohydrochloride), [Cl-].[NH4+] (ammonium chloride), C(OC1=CC=C(C=C1)[N+](=O)[O-])(=O)Cl (4-nitrophenyl chlorocarbonate), C(C)(C)N(C(C)C)CC (N,N-diisopropylethylamine). Run in C1CCOC1 (THF). Run at temperature 5 celsius, time 1 hour. Product: CC=1C=C(C=C(C1)C(F)(F)F)NC(OC1=CC=C(C=C1)[N+](=O)[O-])=O (4-nitrophenyl [3-methyl-5-(trifluoromethyl)phenyl]carbamate). The yield is 98.9%. As a reaction SMILES: Cl.[CH3:2][C:3]1[CH:4]=[C:5]([CH:7]=[C:8]([C:10]([F:13])([F:12])[F:11])[CH:9]=1)[NH2:6].[C:14](Cl)(=[O:25])[O:15][C:16]1[CH:21]=[CH:20][C:19]([N+:22]([O-:24])=[O:23])=[CH:18][CH:17]=1.C(N(CC)C(C)C)(C)C.[Cl-].[NH4+]>C1COCC1>[CH3:2][C:3]1[CH:4]=[C:5]([NH:6][C:14](=[O:25])[O:15][C:16]2[CH:17]=[CH:18][C:19]([N+:22]([O-:24])=[O:23])=[CH:20][CH:21]=2)[CH:7]=[C:8]([C:10]([F:11])([F:12])[F:13])[CH:9]=1 |f:0.1,4.5|. Procedure details: 3-Methyl-5-(trifluoromethyl)aniline monohydrochloride (2.93 g) synthesized in reference to a known method (U.S. Pat. No. 4,532,353) was dissolved in THF (25 mL), and 4-nitrophenyl chlorocarbonate (3.07 g) and N,N-diisopropylethylamine (1.97 mL) were added dropwise at 5° C. The reaction mixture was stirred at 5° C. for 1 hr, poured into saturated aqueous ammonium chloride solution, and the mixture was extracted with ethyl acetate. The extract was washed with water and saturated brine, dried and c... Reactants: ClC1=NC2=CC=C(C=C2C=C1C(=O)O)Cl (2,6-dichloroquinoline-3-carboxylic acid), FC1=CC=C(CC(N)C(=O)O)C=C1 (4-fluoro-DL-phenylalanine). The product is C(=O)(O)C(CC1=CC=C(C=C1)F)NC1=NC2=CC=C(C=C2C=C1C(=O)O)Cl (2-[1-Carboxy-2-(4-fluoro-phenyl)-ethylamino]-6-chloro-quinoline-3-carboxylic acid). Yield: 80.0%. RXN SMILES: Cl[C:2]1[C:11]([C:12]([OH:14])=[O:13])=[CH:10][C:9]2[C:4](=[CH:5][CH:6]=[C:7]([Cl:15])[CH:8]=2)[N:3]=1.[F:16][C:17]1[CH:28]=[CH:27][C:20]([CH2:21][CH:22]([C:24]([OH:26])=[O:25])[NH2:23])=[CH:19][CH:18]=1>>[C:24]([CH:22]([NH:23][C:2]1[C:11]([C:12]([OH:14])=[O:13])=[CH:10][C:9]2[C:4](=[CH:5][CH:6]=[C:7]([Cl:15])[CH:8]=2)[N:3]=1)[CH2:21][C:20]1[CH:27]=[CH:28][C:17]([F:16])=[CH:18][CH:19]=1)([OH:26])=[O:25]. Procedure: In close analogy to the procedure described in Example 1, 2,6-dichloroquinoline-3-carboxylic acid is reacted with 4-fluoro-DL-phenylalanine to provide the title compound in 80% yield as yellow needles.